From a dataset of the Open Reaction Database (ORD), a public repository of structured organic reaction records. describe an organic reaction: reactants, conditions, products, and yield The reactants are C1(=CC=CC=C1)O (phenol), C1(=CC=CC=C1)O.CC(=O)C.C1(=CC=CC=C1)C(C)C (phenol acetone cumene), [O-]O.C1(=CC=CC=C1)C(C)C.CC(O)(C1=CC=CC=C1)C (CHP DMPC). The product is CC(=C)C1=CC=CC=C1 (AMS). Reaction SMILES: C1(O)C=CC=CC=1.C1(O)C=CC=CC=1.CC(C)=O.[C:19]1([CH:25]([CH3:27])[CH3:26])[CH:24]=[CH:23][CH:22]=[CH:21][CH:20]=1.[O-]O.C1(C(C)C)C=CC=CC=1.CC(C)(C1C=CC=CC=1)O>>[CH3:27][C:25]([C:19]1[CH:24]=[CH:23][CH:22]=[CH:21][CH:20]=1)=[CH2:26] |f:1.2.3,4.5.6|. Procedure details: Phenol is manufactured via air oxidation of cumene to cumene hydroperoxide (CHP), followed by acid-catalyzed cleavage of the latter to phenol and acetone, and known as CHP decomposition. CHP decomposition is a very exothermic reaction which is normally carried out on a commercial scale in continuous stirred or back-mixed reactors. In such reactors only a small fraction of CHP is unreacted at any given time and the reaction medium consists essentially of the products of decomposition of CHP, i.e.... As a reaction SMILES: [CH3:28][CH2:29][O:30][CH2:31][CH3:32].[Cl:15][Si:16]([CH3:17])([CH3:18])[C:19]1=[CH:27][c:26]2[c:21]([cH:22][cH:23][cH:24][cH:25]2)[CH2:20]1.[Li:14].[cH:1]1[cH:2][cH:3][cH:4][c:5]2[c:13]1[CH2:12][c:11]1[c:6]-2[cH:7][cH:8][cH:9][cH:10]1>>[c:1]1([Si:16]([CH3:17])([CH3:18])[C:19]2=[CH:27][c:26]3[c:21]([cH:22][cH:23][cH:24][cH:25]3)[CH2:20]2)[cH:2][cH:3][cH:4][c:5]2[c:13]1[CH2:12][c:11]1[c:6]-2[cH:7][cH:8][cH:9][cH:10]1. Yields the product C[Si](C)(C1=Cc2ccccc2C1)c1cccc2c1Cc1ccccc1-2. The reactants are CCOCC, C[Si](C)(Cl)C1=Cc2ccccc2C1, [Li], c1ccc2c(c1)Cc1ccccc1-2.